Dataset: the Open Reaction Database (ORD), a public repository of structured organic reaction records. Task: describe an organic reaction: reactants, conditions, products, and yield Reactants: COc1c(C(=O)NN2CCN(C(=O)c3ccc(Br)s3)CC2)nn(-c2ccccc2Cl)c1-c1ccc(Cl)cc1, [C-]#N, [C-]#N, CCOC(C)=O, CN(C)C=O, O=C(C=Cc1ccccc1)C=Cc1ccccc1, O=C(C=Cc1ccccc1)C=Cc1ccccc1, O=C(C=Cc1ccccc1)C=Cc1ccccc1, O, [Pd], [Pd], [Zn+2]. Product: COc1c(C(=O)NN2CCN(C(=O)c3ccc(C#N)s3)CC2)nn(-c2ccccc2Cl)c1-c1ccc(Cl)cc1. As a reaction SMILES: [Br:1][c:2]1[cH:3][cH:4][c:5]([C:7](=[O:8])[N:9]2[CH2:10][CH2:11][N:12]([NH:15][C:16](=[O:17])[c:18]3[n:19][n:20](-[c:32]4[c:33]([Cl:38])[cH:34][cH:35][cH:36][cH:37]4)[c:21](-[c:25]4[cH:26][cH:27][c:28]([Cl:31])[cH:29][cH:30]4)[c:22]3[O:23][CH3:24])[CH2:13][CH2:14]2)[s:6]1.[C-:51]#[N:52].[C-:54]#[N:55].[CH3:40][CH2:41][O:42][C:43](=[O:44])[CH3:45].[CH3:46][N:47]([CH3:48])[CH:49]=[O:50].[CH:58](=[CH:59][C:60]([CH:61]=[CH:62][c:63]1[cH:64][cH:65][cH:66][cH:67][cH:68]1)=[O:69])[c:70]1[cH:71][cH:72][cH:73][cH:74][cH:75]1.[CH:76](=[CH:77][C:78]([CH:79]=[CH:80][c:81]1[cH:82][cH:83][cH:84][cH:85][cH:86]1)=[O:87])[c:88]1[cH:89][cH:90][cH:91][cH:92][cH:93]1.[CH:94](=[CH:95][C:96]([CH:97]=[CH:98][c:99]1[cH:100][cH:101][cH:102][cH:103][cH:104]1)=[O:105])[c:106]1[cH:107][cH:108][cH:109][cH:110][cH:111]1.[OH2:39].[Pd:56].[Pd:57].[Zn+2:53]>>[c:2]1([C:46]#[N:47])[cH:3][cH:4][c:5]([C:7](=[O:8])[N:9]2[CH2:10][CH2:11][N:12]([NH:15][C:16](=[O:17])[c:18]3[n:19][n:20](-[c:32]4[c:33]([Cl:38])[cH:34][cH:35][cH:36][cH:37]4)[c:21](-[c:25]4[cH:26][cH:27][c:28]([Cl:31])[cH:29][cH:30]4)[c:22]3[O:23][CH3:24])[CH2:13][CH2:14]2)[s:6]1.